From a dataset of the Open Reaction Database (ORD), a public repository of structured organic reaction records. describe an organic reaction: reactants, conditions, products, and yield Reactants: C1(CCCCCCC1)CN (cyclooctylmethylamine), C(Cl)(Cl)Cl (chloroform), Cl.CN1CC(C(=O)O)CCC1 (1-methylnipecotic acid hydrochloride), ClC(=O)OCC(C)C (isobutyl chloroformate). Run in C(C)N(CC)CC (triethylamine). The product is CN1CC(CCC1)C(=O)NCC1CCCCCCC1 (1-methyl-3-cyclooctylmethylaminocarbonylpiperidine). Yield: 62.0%. RXN SMILES: C(Cl)(Cl)Cl.Cl.[CH3:6][N:7]1[CH2:15][CH2:14][CH2:13][CH:9]([C:10]([OH:12])=O)[CH2:8]1.ClC(OCC(C)C)=O.[CH:24]1([CH2:32][NH2:33])[CH2:31][CH2:30][CH2:29][CH2:28][CH2:27][CH2:26][CH2:25]1>C(N(CC)CC)C>[CH3:6][N:7]1[CH2:15][CH2:14][CH2:13][CH:9]([C:10]([NH:33][CH2:32][CH:24]2[CH2:31][CH2:30][CH2:29][CH2:28][CH2:27][CH2:26][CH2:25]2)=[O:12])[CH2:8]1 |f:1.2|. Procedure details: To 80 ml of chloroform were added 3.59 g of 1-methylnipecotic acid hydrochloride and 6.26 ml of triethylamine. Thereto was added 3.0 g of isobutyl chloroformate under ice cooling and stirring. The mixture was stirred for 30 minutes. Thereto was added 3.1 g of cyclooctylmethylamine, and the mixture was subjected to a reaction for 2 hours at room temperature. The reaction mixture was washed with an aqueous sodium hydrogen carbonate solution and with water, and dried with anhydrous sodium sulfate. ...